This data is from the Open Reaction Database (ORD), a public repository of structured organic reaction records. The task is: describe an organic reaction: reactants, conditions, products, and yield Starting materials: CCN(Cc1ccccc1)CC1COc2cccc(F)c2O1, C1CCOC1, [Li]CCCC, CSC, [Cl-], [NH4+]. The product is CCN(Cc1ccccc1)CC1COc2ccc(SC)c(F)c2O1. RXN SMILES: [CH2:1]([c:2]1[cH:3][cH:4][cH:5][cH:6][cH:7]1)[N:8]([CH2:9][CH3:10])[CH2:11][CH:12]1[CH2:13][O:14][c:15]2[c:16]([c:18]([F:22])[cH:19][cH:20][cH:21]2)[O:17]1.[CH2:33]1[O:34][CH2:35][CH2:36][CH2:37]1.[CH3:23][CH2:24][CH2:25][CH2:26][Li:27].[CH3:28][S:29][CH3:30].[Cl-:31].[NH4+:32]>>[CH2:1]([c:2]1[cH:3][cH:4][cH:5][cH:6][cH:7]1)[N:8]([CH2:9][CH3:10])[CH2:11][CH:12]1[CH2:13][O:14][c:15]2[c:16]([c:18]([F:22])[c:19]([S:29][CH3:28])[cH:20][cH:21]2)[O:17]1. Starting materials: C(C(C)C)N1N=C(C=C(C1=O)OS(=O)(=O)C)C1=CC=CC=C1 (2-isobutyl-4-methanesulfonyloxy-6-phenyl-2H-pyridazin-3-one), N1(CCNCC1)C(=O)OC(C)(C)C (tert-butyl 1-piperazinecarboxylate), CN(C=O)C (N,N-dimethylformamide). Product: C(C)(C)(C)OC(=O)N1CCN(CC1)C=1C(N(N=C(C1C)C1=CC=CC=C1)CC(C)C)=O (4-(4-tert-butoxycarbonyl-1-piperazinyl)-methyl-2-isobutyl-6-phenyl-2H-pyridazin-3-one). Isolated yield 83.5%. RXN SMILES: [CH2:1]([N:5]1[C:10](=[O:11])[C:9](OS(C)(=O)=O)=[CH:8][C:7]([C:17]2[CH:22]=[CH:21][CH:20]=[CH:19][CH:18]=2)=[N:6]1)[CH:2]([CH3:4])[CH3:3].[N:23]1([C:29]([O:31][C:32]([CH3:35])([CH3:34])[CH3:33])=[O:30])[CH2:28][CH2:27][NH:26][CH2:25][CH2:24]1.[CH3:36]N(C)C=O>>[C:32]([O:31][C:29]([N:23]1[CH2:28][CH2:27][N:26]([C:9]2[C:10](=[O:11])[N:5]([CH2:1][CH:2]([CH3:4])[CH3:3])[N:6]=[C:7]([C:17]3[CH:22]=[CH:21][CH:20]=[CH:19][CH:18]=3)[C:8]=2[CH3:36])[CH2:25][CH2:24]1)=[O:30])([CH3:35])([CH3:34])[CH3:33]. Reported procedure: Following the procedure of Example 1(10), 2-isobutyl-4-methanesulfonyloxy-6-phenyl-2H-pyridazin-3-one and tert-butyl 1-piperazinecarboxylate were reacted in N,N-dimethylformamide as a solvent to yield the title compound as a yellow oil (yield: 83.5%). Starting materials: C(#N)C=1C=C(SC1)CN1C([C@H](CC1)N(CC(=O)O)S(=O)(=O)C1=CC2=CC(=CC=C2C=C1)OC)=O (2-[[1-(4-cyanothiophene-2-ylmethyl)-2-oxopyrrolidin-3-(S)-yl]-(7-methoxynaphthalene-2-sulfonyl)amino]acetic acid), C(#N)C1=CC(=CS1)CN1C([C@H](CC1)N(S(=O)(=O)C1=CC2=CC(=CC=C2C=C1)OC)CC(=O)O)=O ([1-(5-cyanothiophene-3-ylmethyl)-2-oxopyrrolidin-3-(S)-yl-(7-methoxynaphthalene-2-sulfonyl)amino]acetic acid). Product: C(#N)C=1C=C(SC1)CN1C([C@H](CC1)N(CC(=O)N)S(=O)(=O)C1=CC2=CC(=CC=C2C=C1)OC)=O (2-[[1-(4-Cyanothiophene-2-ylmethyl)-2-oxopyrrolidin-3-(S)-yl]-(7-methoxynaphthalene-2-sulfonyl)amino]acetamide). As a reaction SMILES: [C:1]([C:3]1[CH:4]=[C:5]([CH2:8][N:9]2[CH2:13][CH2:12][C@H:11]([N:14]([S:19]([C:22]3[CH:31]=[CH:30][C:29]4[C:24](=[CH:25][C:26]([O:32][CH3:33])=[CH:27][CH:28]=4)[CH:23]=3)(=[O:21])=[O:20])[CH2:15][C:16](O)=[O:17])[C:10]2=[O:34])[S:6][CH:7]=1)#[N:2].C(C1SC=C(CN2CC[C@H](N(CC(O)=O)S(C3C=CC4C(=CC(OC)=CC=4)C=3)(=O)=O)C2=O)C=1)#[N:36]>>[C:1]([C:3]1[CH:4]=[C:5]([CH2:8][N:9]2[CH2:13][CH2:12][C@H:11]([N:14]([S:19]([C:22]3[CH:31]=[CH:30][C:29]4[C:24](=[CH:25][C:26]([O:32][CH3:33])=[CH:27][CH:28]=4)[CH:23]=3)(=[O:21])=[O:20])[CH2:15][C:16]([NH2:36])=[O:17])[C:10]2=[O:34])[S:6][CH:7]=1)#[N:2]. Procedure: The tiltle compound is prepared as described in EXAMPLE 127, Part C, substituting 2-[[1-(4-cyanothiophene-2-ylmethyl)-2-oxopyrrolidin-3-(S)-yl]-(7-methoxynaphthalene-2-sulfonyl)amino]acetic acid for 2-[[1-(5-cyanothiophene-3-ylmethyl)-2-oxopyrrolidin-3-(S)-yl-(7-methoxynaphthalene-2-sulfonyl)amino]acetic acid. The title compound is obtained as a white foam. Starting materials: C(C(C)C)N (isobutylamine), C(#N)CC(=O)OCC (ethyl cyanoacetate), I.CSC=1NCCN1 (2-(methylthio)-2-imidazoline hydroiodide), [Na] (sodium). The solvent is CCO (EtOH), CCO (EtOH). The product is NC=1N(C=2N(C(C1)=O)CCN2)CC(C)C (7-Amino-2,3-Dihydro-8-(2-Methylpropyl)-Imidazo[1,2-a]Pyrimidin-5(8H)-One). RXN SMILES: [CH2:1]([NH2:5])[CH:2]([CH3:4])[CH3:3].I.CS[C:9]1[NH:10][CH2:11][CH2:12][N:13]=1.[Na].[C:15]([CH2:17][C:18](OCC)=[O:19])#[N:16]>CCO>[NH2:16][C:15]1[N:5]([CH2:1][CH:2]([CH3:4])[CH3:3])[C:9]2[N:10]([CH2:11][CH2:12][N:13]=2)[C:18](=[O:19])[CH:17]=1 |f:1.2,^1:13|. Reported procedure: A mixture of 29.25 g. (0.40 mole) isobutylamine and 48.82 g. (0.20 mole) 2-(methylthio)-2-imidazoline hydroiodide in 250 ml. abs. EtOH were refluxed for 2 hr. The mixture was concentrated in vacuo to a viscous oil, which was dissolved in 100 ml. abs. EtOH and added to a solution of 18.40 g. (0.80 mole) sodium and 22.62 g. (0.20 mole) ethyl cyanoacetate in 1200 ml. abs. EtOH. The mixture was refluxed for 3 hr., then concentrated in vacuo to a viscous oil. Water (400 ml.) was added and a white sol...